This data is from the Open Reaction Database (ORD), a public repository of structured organic reaction records. The task is: describe an organic reaction: reactants, conditions, products, and yield Reactants: COC(N(C)C)OC (N,N-dimethylformamide dimethyl acetal), N=1C(=CN2C1C=CC=C2)C2=CC=C(C=C2)C(C)=O (1-(4-imidazo[1,2-a]pyridin-2-ylphenyl)-1-ethanone). The solvent is CN(C=O)C (N,N-dimethylformamide). Run at temperature 120 celsius. Yields the product CN(/C=C/C(=O)C1=CC=C(C=C1)C=1N=C2N(C=CC=C2)C1)C ((E)-3-dimethylamino-1-(4-imidazo[1,2-a]pyridin-2-ylphenyl)-2-propen-1-one). RXN SMILES: CO[CH:3](OC)[N:4]([CH3:6])[CH3:5].[N:9]1[C:10]([C:18]2[CH:23]=[CH:22][C:21]([C:24](=[O:26])[CH3:25])=[CH:20][CH:19]=2)=[CH:11][N:12]2[CH:17]=[CH:16][CH:15]=[CH:14][C:13]=12>CN(C)C=O>[CH3:6][N:4]([CH3:5])/[CH:3]=[CH:25]/[C:24]([C:21]1[CH:22]=[CH:23][C:18]([C:10]2[N:9]=[C:13]3[CH:14]=[CH:15][CH:16]=[CH:17][N:12]3[CH:11]=2)=[CH:19][CH:20]=1)=[O:26]. Procedure details: Subsequently, N,N-dimethylformamide dimethyl acetal (3.0 mL) was added to a solution of 1-(4-imidazo[1,2-a]pyridin-2-ylphenyl)-1-ethanone (2.13 g) in N,N-dimethylformamide (50 mL), followed by heating at 120° C. for 8 hours. The reaction mixture was cooled to room temperature, and the precipitated solid was recovered through filtration, followed by washing with ethanol. The filtrate was concentrated under reduced pressure. The thus-obtained solid and the residue were subjected to flash chromatog... Reactants: C(CCCC)C1=CC=C(C=C1)C1=NC=C(C=N1)C(=O)N (2-(p-n-pentylphenyl)-5-pyrimidinecarboxamide), P(=O)(Cl)(Cl)Cl (phosphorus oxychloride). Yields the product C(#N)C=1C=NC(=NC1)C1=CC=C(C=C1)CCCCC (5-cyano-2-(4-n-pentylphenyl)-pyrimdine). RXN SMILES: [CH2:1]([C:6]1[CH:11]=[CH:10][C:9]([C:12]2[N:17]=[CH:16][C:15]([C:18]([NH2:20])=O)=[CH:14][N:13]=2)=[CH:8][CH:7]=1)[CH2:2][CH2:3][CH2:4][CH3:5].P(Cl)(Cl)(Cl)=O>>[C:18]([C:15]1[CH:14]=[N:13][C:12]([C:9]2[CH:10]=[CH:11][C:6]([CH2:1][CH2:2][CH2:3][CH2:4][CH3:5])=[CH:7][CH:8]=2)=[N:17][CH:16]=1)#[N:20]. Procedure details: 9.1 G. of 2-(p-n-pentylphenyl)-5-pyrimidinecarboxamide are reacted with 100 ml. of phosphorus oxychloride with the exclusion of moisture, worked up and purified in a manner analogous to that described in Example 7. The pure, colorless 5-cyano-2-(4-n-pentylphenyl)-pyrimidine has a melting point of 96.0°-96.2° C. and a clearing point of 109.0° C. Yield: 24.8%. Product: C(C1=CC=CC=C1)C1=C(O[C@H]2[C@H](CC3=CC=CC=C23)NC(=O)OC(C)(C)C)C=CC=C1 ((±)cis-1-(2-Benzylphenoxy)-2-tert-butoxycarbonylaminoindane). RXN SMILES: [C:1]([O:5][C:6]([N:8]1[CH:10]2[CH2:11][C:12]3[C:17]([CH:9]12)=[CH:16][CH:15]=[CH:14][CH:13]=3)=[O:7])([CH3:4])([CH3:3])[CH3:2].[CH:18]1[CH:23]=[CH:22][C:21]([CH2:24][C:25]2[C:30]([OH:31])=[CH:29][CH:28]=[CH:27][CH:26]=2)=[CH:20][CH:19]=1.C1(O)C=CC=CC=1.C(OCC)C>C(Cl)(Cl)Cl.C1(C)C=CC(S([O-])(=O)=O)=CC=1.[NH+]1C=CC=CC=1>[CH2:24]([C:25]1[CH:26]=[CH:27][CH:28]=[CH:29][C:30]=1[O:31][C@@H:9]1[C:17]2[C:12](=[CH:13][CH:14]=[CH:15][CH:16]=2)[CH2:11][C@@H:10]1[NH:8][C:6]([O:5][C:1]([CH3:4])([CH3:3])[CH3:2])=[O:7])[C:21]1[CH:20]=[CH:19][CH:18]=[CH:23][CH:22]=1 |f:5.6|. Procedure: A solution of (±) N-tert-butoxycarbonyl-1,2-iminoindane (2.33 g, 10 mmol), 2-hydroxy diphenylmethane (1.84 g, 10 mmol) and pyridinium p-toluenesulfonate (50 mg) in chloroform (100 ml) was heated at reflux for 3 h. On cooling, the solution was washed sequentially with aq. NaHCO3, water and then brine. After drying over Na2SO4, solvents were removed in vacuo and the resultant brown oil subjected to column chromatography on silica gel eluting with 10% diethyl ether in hexanes to afford a pale yello... Solvent: C(Cl)(Cl)Cl (chloroform). Reactants: C(C)(C)(C)OC(=O)N1C2C1CC1=CC=CC=C21 ((±) N-tert-butoxycarbonyl-1,2-iminoindane), C1=CC=C(C=C1)CC2=CC=CC=C2O (2-hydroxy diphenylmethane), C1(=CC=CC=C1)O (phenol), C(C)OCC (diethyl ether), desired adduct. Reagents/catalysts: C1(=CC=C(C=C1)S(=O)(=O)[O-])C.[NH+]1=CC=CC=C1 (pyridinium p-toluenesulfonate). The reactants are BrCc1ccc2ccccc2c1, CC1(C)NN(C2C3CC4CC(C3)CC2C4)C1=O. Yields the product CC1(C)C(=O)N(C2C3CC4CC(C3)CC2C4)N1Cc1ccc2ccccc2c1. RXN SMILES: [Br:18][CH2:19][c:20]1[cH:21][c:22]2[cH:23][cH:24][cH:25][cH:26][c:27]2[cH:28][cH:29]1.[CH:1]12[CH:2]([N:11]3[NH:12][C:13]([CH3:16])([CH3:17])[C:14]3=[O:15])[CH:3]3[CH2:4][CH:5]([CH2:6][CH:7]([CH2:8]1)[CH2:9]3)[CH2:10]2>>[CH:1]12[CH:2]([N:11]3[N:12]([CH2:19][c:20]4[cH:21][c:22]5[cH:23][cH:24][cH:25][cH:26][c:27]5[cH:28][cH:29]4)[C:13]([CH3:16])([CH3:17])[C:14]3=[O:15])[CH:3]3[CH2:4][CH:5]([CH2:6][CH:7]([CH2:8]1)[CH2:9]3)[CH2:10]2. Reactants: CCCOC(=O)Nc1c(C)cccc1C, CC(=O)O, O=N[O-], [Na+], O, O=[N+]([O-])O. Product: CCCOC(=O)Nc1c(C)cc([N+](=O)[O-])cc1C. As a reaction SMILES: [CH2:5]([CH2:6][CH3:7])[O:8][C:9]([NH:10][c:11]1[c:12]([CH3:18])[cH:13][cH:14][cH:15][c:16]1[CH3:17])=[O:19].[CH3:20][C:21](=[O:22])[OH:23].[N:24]([O-:25])=[O:26].[Na+:27].[OH2:28].[OH:1][N+:2]([O-:3])=[O:4]>>[O-:1][N+:2](=[O:4])[c:14]1[cH:13][c:12]([CH3:18])[c:11]([NH:10][C:9]([O:8][CH2:5][CH2:6][CH3:7])=[O:19])[c:16]([CH3:17])[cH:15]1. The reactants are CC(OCC)=O (EA), ClC=1N=NC(=CC1Cl)Cl (3,4,6-Trichloropyridazine), C(C)NCC (diethylamine), O (water). The solvent is C1(=CC=CC=C1)C (toluene). Reaction conditions: time 3 day. Product: ClC=1N=NC(=CC1N(CC)CC)Cl ((3,6-Dichloropyridazin-4-yl)diethylamine). RXN SMILES: [Cl:1][C:2]1[N:3]=[N:4][C:5]([Cl:9])=[CH:6][C:7]=1Cl.[CH2:10]([NH:12][CH2:13][CH3:14])[CH3:11].O.CC(=O)OCC>C1(C)C=CC=CC=1>[Cl:1][C:2]1[N:3]=[N:4][C:5]([Cl:9])=[CH:6][C:7]=1[N:12]([CH2:13][CH3:14])[CH2:10][CH3:11]. Procedure: 3,4,6-Trichloropyridazine (2 g) and diethylamine (2.4 ml) were initially charged in toluene (10 ml) and left to stand at RT for 3 days. Then the mixture was admixed with water and EA, and the EA phase was removed. The EA phase was washed three times with water, dried over magnesium sulfate, filtered and concentrated. The residue was purified using silica gel (70 g cartridge, n-heptane/EA gradient 0-50% within 60 min). 1.1 g of the title compound were obtained. The reactants are COC1=CC=C(C=C1)C(=O)N=C=S (4-methoxy-1-benzenecarbonyl isothiocyanate), COC1=CC=C(C=C1)C(=O)Cl (4-methoxy-1-benzenecarbonyl chloride), COC=1C=C2C(=CC=NC2=CC1OC)OC1=CC(=C(N)C=C1)F (4-[(6,7-Dimethoxy-4-quinolyl)oxy]-2-fluoroaniline). The solvent is C(C)O (ethanol), C(C)O (ethanol), C1(=CC=CC=C1)C (toluene). Reaction conditions: time 2 hour. Product: COC1=CC=C(C=C1)C(=O)N=C=S (4-Methoxy-1-benzenecarbonyl isothiocyanate), COC=1C=C2C(=CC=NC2=CC1OC)OC1=CC(=C(C=C1)NC(=S)NC(C1=CC=C(C=C1)OC)=O)F (N-{4-[(6,7-Dimethoxy-4-quinolyl)oxy]-2-fluorophenyl}-N′-(4-methoxybenzoyl)thiourea). The yield is 88.0%. Reaction SMILES: COC1C=CC(C(Cl)=O)=CC=1.[CH3:12][O:13][C:14]1[CH:15]=[C:16]2[C:21](=[CH:22][C:23]=1[O:24][CH3:25])[N:20]=[CH:19][CH:18]=[C:17]2[O:26][C:27]1[CH:33]=[CH:32][C:30]([NH2:31])=[C:29]([F:34])[CH:28]=1.[CH3:35][O:36][C:37]1[CH:42]=[CH:41][C:40]([C:43]([N:45]=[C:46]=[S:47])=[O:44])=[CH:39][CH:38]=1>C1(C)C=CC=CC=1.C(O)C>[CH3:35][O:36][C:37]1[CH:38]=[CH:39][C:40]([C:43]([N:45]=[C:46]=[S:47])=[O:44])=[CH:41][CH:42]=1.[CH3:12][O:13][C:14]1[CH:15]=[C:16]2[C:21](=[CH:22][C:23]=1[O:24][CH3:25])[N:20]=[CH:19][CH:18]=[C:17]2[O:26][C:27]1[CH:33]=[CH:32][C:30]([NH:31][C:46]([NH:45][C:43](=[O:44])[C:40]2[CH:41]=[CH:42][C:37]([O:36][CH3:35])=[CH:38][CH:39]=2)=[S:47])=[C:29]([F:34])[CH:28]=1. Procedure: 4-Methoxy-1-benzenecarbonyl isothiocyanate was prepared using commercially available 4-methoxy-1-benzenecarbonyl chloride (80 mg) as a starting compound according to the description of the literature. 4-[(6,7-Dimethoxy-4-quinolyl)oxy]-2-fluoroaniline (50 mg) was dissolved in toluene (5 ml) and ethanol (1 ml) to prepare a solution. A solution of 4-methoxy-1-benzenecarbonyl isothiocyanate in ethanol (1 ml) was then added to the solution, and the mixture was stirred at room temperature for 2 hr. Th... Product: CC(CCCCCCCC)NC(C=C)=O (N-(α-methylnonyl)acrylamide). Procedure: Following a procedure analogous to that of Example 1, treat acrylonitrile with 1-decene in the presence of phenothiazine and 83% sulfuric acid to obtain the title product. The reactants are C(C=C)#N (acrylonitrile), C=CCCCCCCCC (1-decene), C1=CC=CC=2SC3=CC=CC=C3NC12 (phenothiazine), S(O)(O)(=O)=O (sulfuric acid). As a reaction SMILES: [C:1](#[N:4])[CH:2]=[CH2:3].[CH2:5]=[CH:6][CH2:7][CH2:8][CH2:9][CH2:10][CH2:11][CH2:12][CH2:13][CH3:14].C1C2NC3C(=CC=CC=3)SC=2C=CC=1.S(=O)(=O)(O)[OH:30]>>[CH3:5][CH:6]([NH:4][C:1](=[O:30])[CH:2]=[CH2:3])[CH2:7][CH2:8][CH2:9][CH2:10][CH2:11][CH2:12][CH2:13][CH3:14]. Reactants: O=C([O-])[O-], COc1ccc2c(c1)OC1(C=C2c2ccccc2)CCN(C)CC1, CC(Cl)OC(=O)Cl, CC(Cl)CCl, [K+], [K+]. Product: COc1ccc2c(c1)OC1(C=C2c2ccccc2)CCNCC1. As a reaction SMILES: [C:25](=[O:26])([O-:27])[O-:28].[CH3:1][O:2][c:3]1[cH:4][c:5]2[c:6]([cH:23][cH:24]1)[C:7]([c:17]1[cH:18][cH:19][cH:20][cH:21][cH:22]1)=[CH:8][C:9]1([O:10]2)[CH2:11][CH2:12][N:13]([CH3:16])[CH2:14][CH2:15]1.[Cl:31][C:32]([O:33][CH:34]([Cl:35])[CH3:36])=[O:37].[Cl:38][CH2:39][CH:40]([Cl:41])[CH3:42].[K+:29].[K+:30]>>[CH3:1][O:2][c:3]1[cH:4][c:5]2[c:6]([cH:23][cH:24]1)[C:7]([c:17]1[cH:18][cH:19][cH:20][cH:21][cH:22]1)=[CH:8][C:9]1([O:10]2)[CH2:11][CH2:12][NH:13][CH2:14][CH2:15]1.